Dataset: the Open Reaction Database (ORD), a public repository of structured organic reaction records. Task: describe an organic reaction: reactants, conditions, products, and yield Reactants: COCCOc1cc(Oc2ccccc2)cnc1[N+](=O)[O-], CC(=O)O, O, [Zn]. Product: COCCOc1cc(Oc2ccccc2)cnc1N. RXN SMILES: [CH3:1][O:2][CH2:3][CH2:4][O:5][c:6]1[c:7]([N+:19]([O-:20])=[O:21])[n:8][cH:9][c:10]([O:12][c:13]2[cH:14][cH:15][cH:16][cH:17][cH:18]2)[cH:11]1.[CH3:23][C:24](=[O:25])[OH:26].[OH2:22].[Zn:27]>>[CH3:1][O:2][CH2:3][CH2:4][O:5][c:6]1[c:7]([NH2:19])[n:8][cH:9][c:10]([O:12][c:13]2[cH:14][cH:15][cH:16][cH:17][cH:18]2)[cH:11]1. The reactants are O=C([O-])[O-], CS(C)=O, [Cs+], [Cs+], CCI, O=Cc1cccc(O)c1. Product: CCOc1cccc(C=O)c1. As a reaction SMILES: [C:13](=[O:14])([O-:15])[O-:16].[CH3:19][S:20]([CH3:21])=[O:22].[Cs+:17].[Cs+:18].[I:10][CH2:11][CH3:12].[OH:1][c:2]1[cH:3][c:4]([CH:5]=[O:6])[cH:7][cH:8][cH:9]1>>[O:1]([c:2]1[cH:3][c:4]([CH:5]=[O:6])[cH:7][cH:8][cH:9]1)[CH2:11][CH3:12]. Starting materials: CC(CCl)CBr, Oc1ccc(Cl)cc1. Yields the product CC(CCl)COc1ccc(Cl)cc1. As a reaction SMILES: [Br:9][CH2:10][CH:11]([CH2:12][Cl:13])[CH3:14].[OH:1][c:2]1[cH:3][cH:4][c:5]([Cl:6])[cH:7][cH:8]1>>[O:1]([c:2]1[cH:3][cH:4][c:5]([Cl:6])[cH:7][cH:8]1)[CH2:10][CH:11]([CH2:12][Cl:13])[CH3:14]. Starting materials: N1=CC(=CC=C1)C=O (pyridine-3-aldehyde), N[C@H](C(C)(C)S)C(=O)O (D-penicillamine). Solvent: O (water). Run at time 10 minute. Yields the product CC1([C@@H](NC(S1)C=1C=NC=CC1)C(=O)O)C (5,5-Dimethyl-2-(3-pyridyl)-thiazolidine-4(S)-carboxylic acid). As a reaction SMILES: [N:1]1[CH:6]=[CH:5][CH:4]=[C:3]([CH:7]=O)[CH:2]=1.[NH2:9][C@@H:10]([C:15]([OH:17])=[O:16])[C:11]([SH:14])([CH3:13])[CH3:12]>O>[CH3:12][C:11]1([CH3:13])[S:14][CH:7]([C:3]2[CH:2]=[N:1][CH:6]=[CH:5][CH:4]=2)[NH:9][C@H:10]1[C:15]([OH:17])=[O:16]. Procedure details: 0.94 ml (1.07 g, 10 mmoles) of pyridine-3-aldehyde is added to a solution containing 1.5 g (10 mmoles) of D-penicillamine in 30 ml of water at room temperature while stirring. After 10 minutes, the title product begins to crystallize. The mixture is stirred for 1 additional hour, the precipitate is filtered, washed with water and dried. The thus-obtained crude product is dissolved in hot water, filtered and cooled down to give the crystalline title compound in a yield of 1.9 g (79.7%), m.p.: 164... Reactants: FC(OC[C@H](C)OC=1C=C(C(=O)NC2=NN(C=C2)C)C=C(C1)O)F (3-({(1S)-2-[(difluoromethyl)oxy]-1-methylethyl}oxy)-5-hydroxy-N-(1-methyl-1H-pyrazol-3-yl)benzamide), N1(CCC1)C(=O)C=1C=C(C(=NC1)Cl)Cl (5-(azetidin-1-ylcarbonyl)-2,3-dichloropyridine), C([O-])([O-])=O.[K+].[K+] (potassium carbonate). The solvent is C(C)#N (acetonitrile). RXN SMILES: [F:1][CH:2]([F:24])[O:3][CH2:4][C@@H:5]([O:7][C:8]1[CH:9]=[C:10]([CH:20]=[C:21]([OH:23])[CH:22]=1)[C:11]([NH:13][C:14]1[CH:18]=[CH:17][N:16]([CH3:19])[N:15]=1)=[O:12])[CH3:6].[N:25]1([C:29]([C:31]2[CH:32]=[C:33]([Cl:38])[C:34](Cl)=[N:35][CH:36]=2)=[O:30])[CH2:28][CH2:27][CH2:26]1.C(=O)([O-])[O-].[K+].[K+]>C(#N)C>[N:25]1([C:29]([C:31]2[CH:32]=[C:33]([Cl:38])[C:34]([O:23][C:21]3[CH:20]=[C:10]([CH:9]=[C:8]([O:7][C@@H:5]([CH3:6])[CH2:4][O:3][CH:2]([F:1])[F:24])[CH:22]=3)[C:11]([NH:13][C:14]3[CH:18]=[CH:17][N:16]([CH3:19])[N:15]=3)=[O:12])=[N:35][CH:36]=2)=[O:30])[CH2:28][CH2:27][CH2:26]1 |f:2.3.4|. Procedure: A mixture of 3-({(1S)-2-[(difluoromethyl)oxy]-1-methylethyl}oxy)-5-hydroxy-N-(1-methyl-1H-pyrazol-3-yl)benzamide (110 mg, 0.32 mmol), 5-(azetidin-1-ylcarbonyl)-2,3-dichloropyridine (75 mg, 0.32 mmol) and potassium carbonate (89 mg, 0.64 mmol) in acetonitrile (5 mL) was stirred in a ‘Biotage initiator Microwave’ at 160° C. for 3 hours. The solvent was removed in vacuo and ethyl acetate (50 mL) added to the residue which was washed with water (20 mL), brine (50 mL), dried (MgSO4), filtered and the... Product: N1(CCC1)C(=O)C=1C=C(C(=NC1)OC=1C=C(C(=O)NC2=NN(C=C2)C)C=C(C1)O[C@H](COC(F)F)C)Cl (3-{[5-(Azetidin-1-ylcarbonyl)-3-chloropyridin-2-yl]oxy}-5-({(1S)-2-[(difluoromethyl)oxy]-1-methylethyl}oxy)-N-(1-methyl-1H-pyrazol-3-yl)benzamide). Isolated yield 53.6%. Reaction conditions: temperature 160 celsius, time 3 hour. Reactants: C#C, c1cnc(cc1Cl)C(=O)NOC(C(C)(C)C)=O. Reagents/catalysts: c1ccc(cc1)-c2c3ccccc3cc4ccccc24 (9-Phenylanthracene), C(=O)([O-])[O-].[Na+].[Na+] (Na2CO3), C1(C(C(C(C1C)C)C)C)C.C1(C(C(C(C1C)C)C)C)C.[Rh](Cl)Cl.[Rh](Cl)Cl ([Cp*RhCl2]2). The solvent is CC#N (MeCN). Run at temperature 60 celsius, time 18 hour. The product is Clc1ccnc2C(=O)NC=Cc12. RXN SMILES: CC(C(O[NH:1][C:2]([c:4]1[n:10][cH:9][cH:8][c:6]([Cl:7])[cH:5]1)=[O:3])=O)(C)C.[CH:11]#[CH:12]>>[Cl:7][c:6]1[c:5]([c:4]2[n:10][cH:9][cH:8]1)[CH:12]=[CH:11][NH:1][C:2]2=[O:3]. Reported procedure: Oxalyl chloride (11.86 mL, 136 mmol) was added dropwise to a solution of 1-methyl-1H-indole-3-carboxylic acid (4.76 g, 27 mmol) in 100 mL of methylene chloride. A rapid evolution of gas was observed. The reaction stirred at room temperature for 17 h (overnight). The solvent was removed under reduced pressure to give a pink solid To remove any excess oxalyl chloride the solid was dissolved in benzene and the solvent removed under reduced pressure to give 1-methyl-1H-indole-3-carbonyl chloride whi... RXN SMILES: [C:1](Cl)(=O)[C:2]([Cl:4])=[O:3].[CH3:7][N:8]1[C:16]2[C:11](=[CH:12][CH:13]=[CH:14][CH:15]=2)C(C(O)=O)=[CH:9]1>C(Cl)Cl>[CH3:9][N:8]1[C:16]2[C:15](=[CH:14][CH:13]=[CH:12][CH:11]=2)[C:1]([C:2]([Cl:4])=[O:3])=[CH:7]1. Run in C(Cl)Cl (methylene chloride). Yields the product CN1C=C(C2=CC=CC=C12)C(=O)Cl (1-methyl-1H-indole-3-carbonyl chloride). Starting materials: C(C(=O)Cl)(=O)Cl (Oxalyl chloride), CN1C=C(C2=CC=CC=C12)C(=O)O (1-methyl-1H-indole-3-carboxylic acid). Run at time 8 hour.